This data is from the Open Reaction Database (ORD), a public repository of structured organic reaction records. The task is: describe an organic reaction: reactants, conditions, products, and yield The reactants are C(C1=CC=CC=C1)ON1C([C@H]([C@H]1C(=O)OC)NC(=O)OC(C)(C)C)=O ((3S,4S)-1-benzyloxy-3-(tert-butoxycarbonylamino)-4-methoxycarbonyl -2-azetidinone), [BH4-].[Na+] (sodium borohydride), Cl (hydrochloric acid), S(=O)(=O)(O)[O-].[K+] (potassium hydrogen sulfate). Run in O1CCCC1 (tetrahydrofuran), O (water). Product: C(C1=CC=CC=C1)ON1C([C@H]([C@H]1CO)NC(=O)OC(C)(C)C)=O ((3S,4S)-1-benzyloxy-3-(tert-butoxycarbonylamino)-4-hydroxymethyl-2-azetidinone). Isolated yield 11.4%. As a reaction SMILES: [BH4-].[Na+].Cl.S([O-])(O)(=O)=O.[K+].[CH2:10]([O:17][N:18]1[C@H:21]([C:22](OC)=[O:23])[C@H:20]([NH:26][C:27]([O:29][C:30]([CH3:33])([CH3:32])[CH3:31])=[O:28])[C:19]1=[O:34])[C:11]1[CH:16]=[CH:15][CH:14]=[CH:13][CH:12]=1>O1CCCC1.O>[CH2:10]([O:17][N:18]1[C@H:21]([CH2:22][OH:23])[C@H:20]([NH:26][C:27]([O:29][C:30]([CH3:32])([CH3:31])[CH3:33])=[O:28])[C:19]1=[O:34])[C:11]1[CH:16]=[CH:15][CH:14]=[CH:13][CH:12]=1 |f:0.1,3.4|. Reported procedure: In 20 ml of tetrahydrofuran is dissolved 1.9 g [5.4 mmole) of (3S,4S)-1-benzyloxy-3-(tert-butoxycarbonylamino)-4-methoxycarbonyl -2-azetidinone obtained in the same manner as the method described in The Journll of Organic Chemistry, 48(1983), 3556-3559, and a solution of 410 mg (10.8 mmole) of sodium borohydride in 4 ml of water is added dropwise to the solution over the 10-minute period. After the addition is completed, the reaction solution is stirred under ice-cooling for 20 minutes, and 3 ml... Starting materials: P(=O)(Cl)(Cl)Cl (phosphorus oxychloride), N1C(CCCC1)=O (2-piperidone), NC1=C(CN2CCOCC2)C=CC(=C1)Cl (4-(2-amino-4-chlorobenzyl)morpholine). Run in C1=CC=CC=C1 (benzene), C1=CC=CC=C1 (benzene). Yields the product ClC1=CC(=C(CN2CCOCC2)C=C1)N=C1NCCCC1 (4-[4-chloro-2-(2-piperidinylideneamino)benzyl]morpholine). Reaction SMILES: [NH:1]1[CH2:6][CH2:5][CH2:4][CH2:3][C:2]1=O.[NH2:8][C:9]1[CH:21]=[C:20]([Cl:22])[CH:19]=[CH:18][C:10]=1[CH2:11][N:12]1[CH2:17][CH2:16][O:15][CH2:14][CH2:13]1.P(Cl)(Cl)(Cl)=O>C1C=CC=CC=1>[Cl:22][C:20]1[CH:19]=[CH:18][C:10]([CH2:11][N:12]2[CH2:13][CH2:14][O:15][CH2:16][CH2:17]2)=[C:9]([N:8]=[C:2]2[CH2:3][CH2:4][CH2:5][CH2:6][NH:1]2)[CH:21]=1. Procedure details: A mixture of 2-piperidone (6 g) in benzene (50 ml), 4-(2-amino-4-chlorobenzyl)morpholine (6.8 g) in benzene (50 ml) and phosphorus oxychloride (5.5 ml) was heated at 60°-65° C. for 5 hours to give 4-[4-chloro-2-(2-piperidinylideneamino)benzyl]morpholine (m.p. 121°-122° C.) which was recrystallised from hexane.